Task: describe an organic reaction: reactants, conditions, products, and yield. Dataset: the Open Reaction Database (ORD), a public repository of structured organic reaction records The reactants are ClC=1C=C(N)C=CC1Cl (3,4-dichloroaniline), CN=C=O (methyl isocyanate). The solvent is C(C)(C)OC(C)C (isopropyl ether), C(C)(C)OC(C)C (isopropyl ether). Reaction conditions: temperature 0 celsius. The product is CNC(=O)NC1=CC(=C(C=C1)Cl)Cl (N-methyl-N'-(3,4-dichlorophenyl)-urea). RXN SMILES: [Cl:1][C:2]1[CH:3]=[C:4]([CH:6]=[CH:7][C:8]=1[Cl:9])[NH2:5].[CH3:10][N:11]=[C:12]=[O:13]>C(OC(C)C)(C)C>[CH3:10][NH:11][C:12]([NH:5][C:4]1[CH:6]=[CH:7][C:8]([Cl:9])=[C:2]([Cl:1])[CH:3]=1)=[O:13]. Procedure: A mixture of 27.4 g of 3,4-dichloroaniline in 140 ml of isopropyl ether was added slowly to 9 g of methyl isocyanate in 100 ml of isopropyl ether and the mixture was refluxed for 2 hours and was then cooled to 0° C. The precipitate formed was recovered by vacuum filtration and was washed with isopropyl ether. The mother liquors were concentrated to obtain a second crop. The two combined crops weighing 19.5 g and melting at 156° C. were crystallized from ethyl acetate to obtain N-methyl-N'-(3,4-d... Starting materials: COC(=O)C(Cc1cc(Cl)c2[nH]ncc2c1CO)NC(=O)OCc1ccccc1, ClCCl, O=S(Cl)Cl. Yields the product COC(=O)C(Cc1cc(Cl)c2[nH]ncc2c1CCl)NC(=O)OCc1ccccc1. Reaction SMILES: [CH3:5][O:6][C:7]([CH:8]([CH2:9][c:10]1[c:11]([CH2:20][OH:21])[c:12]2[cH:13][n:14][nH:15][c:16]2[c:17]([Cl:19])[cH:18]1)[NH:22][C:23](=[O:24])[O:25][CH2:26][c:27]1[cH:28][cH:29][cH:30][cH:31][cH:32]1)=[O:33].[Cl:34][CH2:35][Cl:36].[S:1]([Cl:2])([Cl:3])=[O:4]>>[Cl:3][CH2:20][c:11]1[c:10]([CH2:9][CH:8]([C:7]([O:6][CH3:5])=[O:33])[NH:22][C:23](=[O:24])[O:25][CH2:26][c:27]2[cH:28][cH:29][cH:30][cH:31][cH:32]2)[cH:18][c:17]([Cl:19])[c:16]2[c:12]1[cH:13][n:14][nH:15]2.